Dataset: the Open Reaction Database (ORD), a public repository of structured organic reaction records. Task: describe an organic reaction: reactants, conditions, products, and yield The reactants are CC(C)(C)N1C(=O)C(Cl)=C(c2ccccc2)S1(=O)=O, CCOC(C)=O, CC(C)(C)OC(=O)Nc1ccc(N)cc1, CN(C)C=O. Yields the product CC(C)(C)OC(=O)Nc1ccc(NC2=C(c3ccccc3)S(=O)(=O)N(C(C)(C)C)C2=O)cc1. As a reaction SMILES: [C:1]([CH3:2])([CH3:3])([CH3:4])[N:5]1[S:6](=[O:18])(=[O:19])[C:7]([c:12]2[cH:13][cH:14][cH:15][cH:16][cH:17]2)=[C:8]([Cl:11])[C:9]1=[O:10].[CH3:35][CH2:36][O:37][C:38]([CH3:39])=[O:40].[NH2:20][c:21]1[cH:22][cH:23][c:24]([NH:27][C:28]([O:29][C:30]([CH3:31])([CH3:32])[CH3:33])=[O:34])[cH:25][cH:26]1.[O:41]=[CH:42][N:43]([CH3:44])[CH3:45]>>[C:1]([CH3:2])([CH3:3])([CH3:4])[N:5]1[S:6](=[O:18])(=[O:19])[C:7]([c:12]2[cH:13][cH:14][cH:15][cH:16][cH:17]2)=[C:8]([NH:20][c:21]2[cH:22][cH:23][c:24]([NH:27][C:28]([O:29][C:30]([CH3:31])([CH3:32])[CH3:33])=[O:34])[cH:25][cH:26]2)[C:9]1=[O:10]. The reactants are C=CCNCC=C, [Cl-], [NH4+], C1CCOC1, c1ccc(C2CO2)cc1. Product: C=CCN(CC=C)C(CO)c1ccccc1. As a reaction SMILES: [CH2:10]([CH:11]=[CH2:12])[NH:13][CH2:14][CH:15]=[CH2:16].[Cl-:17].[NH4+:18].[O:19]1[CH2:20][CH2:21][CH2:22][CH2:23]1.[c:1]1([CH:7]2[O:8][CH2:9]2)[cH:2][cH:3][cH:4][cH:5][cH:6]1>>[c:1]1([CH:7]([CH2:9][OH:8])[N:13]([CH2:10][CH:11]=[CH2:12])[CH2:14][CH:15]=[CH2:16])[cH:2][cH:3][cH:4][cH:5][cH:6]1. The reactants are CC(C)(C)OC(=O)C=Cc1cc[nH]c1, CN(C)c1ccc(S(=O)(=O)Cl)cc1, [H-], [Na+]. Product: CN(C)c1ccc(S(=O)(=O)n2ccc(C=CC(=O)OC(C)(C)C)c2)cc1. Reaction SMILES: [C:3]([CH3:4])([CH3:5])([CH3:6])[O:7][C:8]([CH:9]=[CH:10][c:11]1[cH:12][nH:13][cH:14][cH:15]1)=[O:16].[CH3:17][N:18]([c:19]1[cH:20][cH:21][c:22]([S:25](=[O:26])(=[O:27])[Cl:28])[cH:23][cH:24]1)[CH3:29].[H-:1].[Na+:2]>>[C:3]([CH3:4])([CH3:5])([CH3:6])[O:7][C:8]([CH:9]=[CH:10][c:11]1[cH:12][n:13]([S:25]([c:22]2[cH:21][cH:20][c:19]([N:18]([CH3:17])[CH3:29])[cH:24][cH:23]2)(=[O:26])=[O:27])[cH:14][cH:15]1)=[O:16]. The reactants are P(OCC)(OCC)[O-] (diethyl phosphite), O (water), C(CCCCCCCCCCCCCCCCC)N (octadecyl amine). Solvent: C(C)O (ethanol), C(C)O (ethanol). The product is C(C)P([O-])([O-])=O.C(CCCCCCCCCCCCCCCCC)[NH3+].C(CCCCCCCCCCCCCCCCC)[NH3+] (octadecyl-ammoniumethyl phosphonate). Yield: 93.2%. As a reaction SMILES: [P:1]([O-:8])([O:5]CC)[O:2]CC.O.[CH2:10]([NH2:28])[CH2:11][CH2:12][CH2:13][CH2:14][CH2:15][CH2:16][CH2:17][CH2:18][CH2:19][CH2:20][CH2:21][CH2:22][CH2:23][CH2:24][CH2:25][CH2:26][CH3:27]>C(O)C>[CH2:10]([P:1](=[O:2])([O-:5])[O-:8])[CH3:11].[CH2:10]([NH3+:28])[CH2:11][CH2:12][CH2:13][CH2:14][CH2:15][CH2:16][CH2:17][CH2:18][CH2:19][CH2:20][CH2:21][CH2:22][CH2:23][CH2:24][CH2:25][CH2:26][CH3:27].[CH2:10]([NH3+:28])[CH2:11][CH2:12][CH2:13][CH2:14][CH2:15][CH2:16][CH2:17][CH2:18][CH2:19][CH2:20][CH2:21][CH2:22][CH2:23][CH2:24][CH2:25][CH2:26][CH3:27] |f:4.5.6|. Reported procedure: To a mixture of 34.6 g. (0.25 moles) of diethyl phosphite, 50 ml. of water and 50 ml. of ethanol a mixture of 67.4 g. (0.25 moles) of octadecyl amine and 70 ml. of ethanol is added. The reaction mixture is refluxed for 4 hours, whereupon the solvent is distilled off in vacuo. 88.5 g. (93.2%) of octadecyl-ammoniumethyl phosphonate are obtained, melting at 54° to 56° C. Reactants: C(C)OC=1C(=NC(=CC1)NC=C(C(=O)OCC)C(=O)OCC)C (3-ethoxy-2-methyl-6-(2,2-diethoxycarbonylethenyl)aminopyridine). Run in C1=CC=C(C=C1)C2=CC=CC=C2.C1=CC=C(C=C1)OC2=CC=CC=C2 (Dowtherm). Procedure details: 16.1 g of the Compound VI obtained as above was added to 160 ml of boiling Dowtherm (produced by Dow Chemical Co.) and refluxed for 1 hour. After cooling, the precipitated crystals were collected by filtration to obtain 11.8 g of crude crystals which were then recrystallized from dimethylformamide to yield ethyl 6-ethoxy-4-hydroxy-7-methyl-1,8-naphthyridine-3-carboxylate (Compound VII where R2 =R3 =C2H5), m.p. 279°-282° C. (with decomposition). The product is C(C)OC=1C=C2C(=C(C=NC2=NC1C)C(=O)OCC)O (ethyl 6-ethoxy-4-hydroxy-7-methyl-1,8-naphthyridine-3-carboxylate), Compound VII. As a reaction SMILES: [CH2:1]([O:3][C:4]1[C:5]([CH3:23])=[N:6][C:7]([NH:10][CH:11]=[C:12]([C:18]([O:20]CC)=O)[C:13]([O:15][CH2:16][CH3:17])=[O:14])=[CH:8][CH:9]=1)[CH3:2]>C1C=CC(C2C=CC=CC=2)=CC=1.C1C=CC(OC2C=CC=CC=2)=CC=1>[CH2:1]([O:3][C:4]1[CH:9]=[C:8]2[C:7](=[N:6][C:5]=1[CH3:23])[N:10]=[CH:11][C:12]([C:13]([O:15][CH2:16][CH3:17])=[O:14])=[C:18]2[OH:20])[CH3:2] |f:1.2|. Reactants: CC(=O)OCC(C)C, [O-]Cl, COc1ccnc(CSc2nc3cc(OC(F)F)ccc3[nH]2)c1OC, [Na+], [Na+], [Na+], [Na+], [OH-], O=S([O-])S(=O)(=O)[O-]. The product is COc1ccnc(CS(=O)c2nc3cc(OC(F)F)ccc3[nH]2)c1OC. RXN SMILES: [CH3:1][CH:2]([CH2:3][O:5][C:4](=[O:6])[CH3:7])[CH3:8].[Cl:36][O-:37].[F:9][CH:10]([O:11][c:12]1[cH:13][c:14]2[c:15]([nH:16][c:17]([S:19][CH2:20][c:21]3[n:22][cH:23][cH:24][c:25]([O:29][CH3:30])[c:26]3[O:27][CH3:28])[n:18]2)[cH:31][cH:32]1)[F:33].[Na+:35].[Na+:38].[Na+:46].[Na+:47].[OH-:34].[S:39]([S:40]([O-:41])=[O:42])([O-:43])(=[O:44])=[O:45]>>[O:5]=[S:19]([c:17]1[nH:16][c:15]2[c:14]([cH:13][c:12]([O:11][CH:10]([F:9])[F:33])[cH:32][cH:31]2)[n:18]1)[CH2:20][c:21]1[n:22][cH:23][cH:24][c:25]([O:29][CH3:30])[c:26]1[O:27][CH3:28].